From a dataset of the Open Reaction Database (ORD), a public repository of structured organic reaction records. describe an organic reaction: reactants, conditions, products, and yield Starting materials: C(C)OC(=O)CCCCC1=C(N)C=CC(=C1)CNC(=O)OC(C)(C)C (2-(4-ethoxycarbonylbutyl)-4-tert-butoxycarbonylaminomethylaniline), BrC=1C=C2C=3N(C(C(NC3C1)=O)=O)[C@@H](CC2)CC(=O)O ((S)-9-bromo-5-carboxymethyl-6,7-dihydro-1H, 5H-pyrido[1,2,3-de]quinoxaline-2,3-dione). The solvent is C(C)(=O)O.C(C)(=O)OCC (acetic acid ethyl acetate). Yields the product BrC=1C=C2C=3N(C(C(NC3C1)=O)=O)[C@@H](CC2)CC(NC2=C(C=C(C=C2)CNC(=O)OC(C)(C)C)CCCCC(=O)OCC)=O ((S)-9-Bromo-5-[p-tert-butoxycarbonylaminomethyl-o-(4-ethoxycarbonylbutyl)phenylcarbamoylmethyl]-6,7-dihydro-1H, 5H-pyrido[1,2,3-de]quinoxaline-2,3-dione). The yield is 74.5%. RXN SMILES: [CH2:1]([O:3][C:4]([CH2:6][CH2:7][CH2:8][CH2:9][C:10]1[CH:16]=[C:15]([CH2:17][NH:18][C:19]([O:21][C:22]([CH3:25])([CH3:24])[CH3:23])=[O:20])[CH:14]=[CH:13][C:11]=1[NH2:12])=[O:5])[CH3:2].[Br:26][C:27]1[CH:28]=[C:29]2[CH2:41][CH2:40][C@@H:39]([CH2:42][C:43](O)=[O:44])[N:31]3[C:32](=[O:38])[C:33](=[O:37])[NH:34][C:35]([CH:36]=1)=[C:30]23>C(O)(=O)C.C(OCC)(=O)C>[Br:26][C:27]1[CH:28]=[C:29]2[CH2:41][CH2:40][C@@H:39]([CH2:42][C:43](=[O:44])[NH:12][C:11]3[CH:13]=[CH:14][C:15]([CH2:17][NH:18][C:19]([O:21][C:22]([CH3:24])([CH3:23])[CH3:25])=[O:20])=[CH:16][C:10]=3[CH2:9][CH2:8][CH2:7][CH2:6][C:4]([O:3][CH2:1][CH3:2])=[O:5])[N:31]3[C:32](=[O:38])[C:33](=[O:37])[NH:34][C:35]([CH:36]=1)=[C:30]23 |f:2.3|. Reported procedure: A procedure similar to that described in Example 18-6) was performed with 2-(4-ethoxycarbonylbutyl)-4-tert-butoxycarbonylaminomethylaniline (256 mg, 0.73 mmol) and (S)-9-bromo-5-carboxymethyl-6,7-dihydro-1H, 5H-pyrido[1,2,3-de]quinoxaline-2,3-dione (297 mg, 0.88 mmol) to give 365 mg of the title compound after silica gel column chromatography with 0.3% acetic acid/ethyl acetate (74%). The product is CC1CN(c2cc(=O)c3cc(C(=O)N4CCOCC4)cc(C4CCCN4c4cc(F)cc(F)c4)c3o2)CCO1. Starting materials: F[B-](F)(F)F, C1COCCN1, CCN(C(C)C)C(C)C, CC1CN(c2cc(=O)c3cc(C(=O)O)cc(C4CCCN4c4cc(F)cc(F)c4)c3o2)CCO1, CN(C)C(On1nnc2ccccc21)=[N+](C)C. Reaction SMILES: [B-:1]([F:2])([F:3])([F:4])[F:5].[CH2:66]1[CH2:67][O:68][CH2:69][CH2:70][NH:71]1.[CH:57]([N:58]([CH2:59][CH3:60])[CH:61]([CH3:62])[CH3:63])([CH3:64])[CH3:65].[F:23][c:24]1[cH:25][c:26]([N:31]2[CH:32]([c:36]3[cH:37][c:38]([C:54](=[O:55])[OH:56])[cH:39][c:40]4[c:41](=[O:53])[cH:42][c:43]([N:46]5[CH2:47][CH:48]([CH3:52])[O:49][CH2:50][CH2:51]5)[o:44][c:45]34)[CH2:33][CH2:34][CH2:35]2)[cH:27][c:28]([F:30])[cH:29]1.[n:6]1([O:7][C:8]([N:9]([CH3:10])[CH3:11])=[N+:12]([CH3:13])[CH3:14])[c:15]2[cH:16][cH:17][cH:18][cH:19][c:20]2[n:21][n:22]1>>[F:23][c:24]1[cH:25][c:26]([N:31]2[CH:32]([c:36]3[cH:37][c:38]([C:54](=[O:55])[N:71]4[CH2:66][CH2:67][O:68][CH2:69][CH2:70]4)[cH:39][c:40]4[c:41](=[O:53])[cH:42][c:43]([N:46]5[CH2:47][CH:48]([CH3:52])[O:49][CH2:50][CH2:51]5)[o:44][c:45]34)[CH2:33][CH2:34][CH2:35]2)[cH:27][c:28]([F:30])[cH:29]1. Starting materials: IC1=C(C=NN1)C1=NC(=NC=C1)SC (4-(5-iodo-1H-pyrazol-4-yl)-2-(methylthio)pyrimidine), C(Cl)Cl (CH2Cl2), C(=O)([O-])[O-].[K+].[K+] (K2CO3), FC(CI)F (1,1-difluoro-2-iodo-ethane). The solvent is CN(C)C=O (DMF), CO (MeOH). Conditions: time 8 hour. Yields the product FC(CN1N=C(C(=C1)C1=NC(=NC=C1)SC)I)F (4-(1-(2,2-difluoroethyl)-3-iodo-1H-pyrazol-4-yl)-2-(methylthio)pyrimidine). As a reaction SMILES: [I:1][C:2]1[NH:6][N:5]=[CH:4][C:3]=1[C:7]1[CH:12]=[CH:11][N:10]=[C:9]([S:13][CH3:14])[N:8]=1.C([O-])([O-])=O.[K+].[K+].[F:21][CH:22]([F:25])[CH2:23]I.C(Cl)Cl>CN(C=O)C.CO>[F:21][CH:22]([F:25])[CH2:23][N:5]1[CH:4]=[C:3]([C:7]2[CH:12]=[CH:11][N:10]=[C:9]([S:13][CH3:14])[N:8]=2)[C:2]([I:1])=[N:6]1 |f:1.2.3|. Reported procedure: To a solution of Intermediate A (83 g, 0.26 mol) in DMF (600 mL) were K2CO3 (58 g, 0.417 mol) and 1,1-difluoro-2-iodo-ethane (60 g, 0.313 mol). Then the mixture was stirred at room temperature overnight. TLC (CH2Cl2: MeOH=20:1) showed the reaction was complete. The mixture was concentrated and the solid was diluted with CH2Cl2 (500 mL). The slurry was filtered and the filtrate was concentrated to give crude product, which was purified via prep. SFC to give compound B-33-1 (41.1 g, 41.3%) as a wh... Starting materials: O=C1CCC(=O)N1Br, O=C1CCc2cc(CCCO)ccc21, ClCCl, c1ccc(P(c2ccccc2)c2ccccc2)cc1. The product is O=C1CCc2cc(CCCBr)ccc21. As a reaction SMILES: [Br:34][N:35]1[C:36](=[O:37])[CH2:38][CH2:39][C:40]1=[O:41].[C:1]1(=[O:14])[CH2:2][CH2:3][c:4]2[cH:5][c:6]([CH2:10][CH2:11][CH2:12][OH:13])[cH:7][cH:8][c:9]21.[CH2:42]([Cl:43])[Cl:44].[c:15]1([P:16]([c:17]2[cH:18][cH:19][cH:20][cH:21][cH:22]2)[c:23]2[cH:24][cH:25][cH:26][cH:27][cH:28]2)[cH:29][cH:30][cH:31][cH:32][cH:33]1>>[C:1]1(=[O:14])[CH2:2][CH2:3][c:4]2[cH:5][c:6]([CH2:10][CH2:11][CH2:12][Br:34])[cH:7][cH:8][c:9]21. Reactants: ( 30 ), ( 42 ), IC1=CC=C(C=C1)O (4-iodophenol), ( 30 ), [Cl-].[Na+].O.O (brine water), C(C1=CC=CC=C1)C=1C=C(C=CC1C1=CC(=C(C=C1)OCC(=O)O)CC(C)C)C1=C(C=C(C=C1)CCC(=O)O)CC(C)C (3-(3′-Benzyl-4″-(carboxymethoxy)-2,3″-diisobutyl-1,1′:4′,1″-terphenyl-4-yl)propanoic acid), C(C1=CC=CC=C1)C=1C=C(C=CC1OC)C1=C(C=C(C=C1)CCC#N)CC(C)C (3-(3′-benzyl-2-isobutyl-4′-methoxy-1,1′-biphenyl-4-yl)propanenitrile), COC1=C(C(=O)O)C=CC=C1 (2-Methoxy-benzoic acid), BrC=1C=CC(=C(C1)C(=O)C1=CC=CC=C1)O ((5-bromo-2-hydroxy-phenyl)-phenyl-methanone), C(C1=CC=CC=C1)C=1C=C(C=CC1OC)C1=C(C=C(C=C1)CCC#N)CC(C)C (3-(3′-benzyl-2-isobutyl-4′-methoxy-1,1′-biphenyl-4-yl)propanenitrile), C(C1=CC=CC=C1)C=1C=C(C=CC1OS(=O)(=O)C(F)(F)F)C1=C(C=C(C=C1)CCC#N)CC(C)C (Trifluoro-methanesulfonic acid 3-benzyl-4′-(2-Cyano-ethyl)-2′-isobutyl-biphenyl-4-yl ester), ( 30 ), C(#N)COC1=C(C=C(C=C1)C1=C(C=C(C=C1)C1=C(C=C(C=C1)CCC#N)CC(C)C)CC1=CC=CC2=CC=CC=C12)CC(C)C (3-(4-Cyanomethoxy-3,2″-diisobutyl-2′-naphthalen-1-ylmethyl-[1,1′:4′,1″]-terphenyl-4″-yl)propionitrile), ( 96 ), C(C1=CC=CC=C1)C=1C=C(C=CC1C1=CC(=C(C=C1)OCC#N)CC1=CC=CC=C1)C1=C(C=C(C=C1)CCC#N)CC(C)C (3-(3′,3″-dibenzyl-4″-(cyanomethoxy)-2-isobutyl-1,1′:4′,1″-terphenyl-4-yl)propanenitrile), ( 100 ). The solvent is CC(=O)O (HOAc). The product is C(=O)(O)COC1=C(C(=C(C=C1)C1=CC=C(C=C1)C1=C(C=C(C=C1)CCC(=O)O)CC(C)C)CC(C)C)CC1=CC=CC2=CC=CC=C12 (3-(4-(Carboxymethoxy)-2,2″-diisobutyl-3-naphthalen-1-ylmethyl-[1,1′:4′,1″]-terphenyl-4″-yl)propionic acid). As a reaction SMILES: [Cl-].[Na+].O.O.Br[C:6]1[CH:7]=[CH:8][C:9]([OH:20])=[C:10]([C:12]([C:14]2[CH:19]=[CH:18][CH:17]=[CH:16][CH:15]=2)=O)[CH:11]=1.C(C1C=C(C2C=CC(CCC#N)=CC=2CC(C)C)C=CC=1C1C=CC(OCC#N)=C(CC2C=CC=CC=2)C=1)[C:22]1[CH:27]=[CH:26][CH:25]=[CH:24][CH:23]=1.C(C1C=C([C:86]2[CH:91]=[CH:90][C:89](CCC#N)=[CH:88][C:87]=2CC(C)C)C=CC=1OS(C(F)(F)F)(=O)=O)C1C=CC=CC=1.COC1C=CC=[CH:107][C:103]=1[C:104]([OH:106])=[O:105].C(C1C=C(C2C=CC(CCC#N)=CC=2[CH2:136][CH:137]([CH3:139])[CH3:138])C=CC=1OC)C1C=CC=CC=1.C(COC1C=CC(C2C=CC(C3C=CC(CCC#N)=CC=3CC(C)C)=CC=2CC2C3C(=CC=CC=3)C=CC=2)=CC=1[CH2:181][CH:182]([CH3:184])[CH3:183])#N.C(C1C=C(C2C=CC(CCC(O)=O)=CC=2CC(C)C)C=CC=1C1C=CC(O[CH2:205][C:206]([OH:208])=[O:207])=C(CC(C)C)C=1)C1C=CC=CC=1.I[C:229]1[CH:234]=CC(O)=[CH:231][CH:230]=1>CC(O)=O>[C:206]([CH2:205][O:20][C:9]1[CH:8]=[CH:7][C:6]([C:86]2[CH:87]=[CH:88][C:89]([C:27]3[CH:26]=[CH:25][C:24]([CH2:107][CH2:103][C:104]([OH:106])=[O:105])=[CH:23][C:22]=3[CH2:184][CH:182]([CH3:181])[CH3:183])=[CH:90][CH:91]=2)=[C:11]([CH2:139][CH:137]([CH3:136])[CH3:138])[C:10]=1[CH2:12][C:14]1[C:19]2[C:18](=[CH:234][CH:229]=[CH:230][CH:231]=2)[CH:17]=[CH:16][CH:15]=1)([OH:208])=[O:207] |f:0.1.2.3|. Procedure: To a solution of 36.3 mg (55.26 μmol) 3-(2′,2″-Diisobutyl-4-methoxycarbonylmethoxy-3-naphthalen-1-ylmethyl-[1,1′:4′,1″]-terphenyl-4″-yl)propionic acid methyl ester (79) in 8 ml 1.4-dioxane 2.0 ml (16.60 mmol, 301 eq.) 25% aq. NaOH-solution and 2.0 ml (3.08 mmol, 56 eq.) 40% aq. solution of Bu4NOH were added. The resulting mixture was refluxed for 24 h and then cooled to 0° C. Acidification to pH 1 by adding 1 N aq. HCl-solution led to a white precipitate which was obtained by filtration. A filtr... Starting materials: CNC (dimethylamine), C(CCCCCCCCCCC)O (1-dodecanol). The reagents and catalysts are [H][H] (hydrogen), [Cr](=O)([O-])[O-].[Cu+2] (copper chromite). Product: C(CCCCCCCCCCC)N(C)C (dodecyldimethylamine). RXN SMILES: [CH3:1][NH:2][CH3:3].[CH2:4](O)[CH2:5][CH2:6][CH2:7][CH2:8][CH2:9][CH2:10][CH2:11][CH2:12][CH2:13][CH2:14][CH3:15]>[H][H].[Cr]([O-])([O-])=O.[Cu+2]>[CH2:4]([N:2]([CH3:3])[CH3:1])[CH2:5][CH2:6][CH2:7][CH2:8][CH2:9][CH2:10][CH2:11][CH2:12][CH2:13][CH2:14][CH3:15] |f:3.4|. Procedure: In Example 1 of U.S. Pat. No. 4 138 437, dimethylamine is reacted with 1-dodecanol in the presence of hydrogen and copper chromite as catalyst. To work up the reaction product, it is filtered off from the catalyst and a dodecyldimethylamine is produced as crude product. The crude product is subjected to vacuum distillation to separate off high-boiling byproducts. The distilled C12 -alkyldimethylamine obtained after taking off a first runnings contains about 140 ppm of monomethylamine, 150 ppm of...